This data is from the Open Reaction Database (ORD), a public repository of structured organic reaction records. The task is: describe an organic reaction: reactants, conditions, products, and yield The reactants are CSCc1cc(Cn2cncn2)cc(C(C)(C)C#N)c1, CO, [O-][I+3]([O-])([O-])[O-], [Na+], C1CCOC1, O. The product is CS(=O)Cc1cc(Cn2cncn2)cc(C(C)(C)C#N)c1. Reaction SMILES: [CH3:1][C:2]([C:3]#[N:4])([CH3:5])[c:6]1[cH:7][c:8]([CH2:18][S:19][CH3:20])[cH:9][c:10]([CH2:12][n:13]2[n:14][cH:15][n:16][cH:17]2)[cH:11]1.[CH3:27][OH:28].[I+3:21]([O-:22])([O-:23])([O-:24])[O-:25].[Na+:26].[O:29]1[CH2:30][CH2:31][CH2:32][CH2:33]1.[OH2:34]>>[CH3:1][C:2]([C:3]#[N:4])([CH3:5])[c:6]1[cH:7][c:8]([CH2:18][S:19]([CH3:20])=[O:22])[cH:9][c:10]([CH2:12][n:13]2[n:14][cH:15][n:16][cH:17]2)[cH:11]1. The reactants are COC1=NC=C(C(=N1)OC)C=1SC=C(N1)C (2,4-bis(methyloxy)-5-(4-methyl-1,3-thiazol-2-yl)pyrimidine). Solvent: Cl (hydrochloric acid), O1CCOCC1 (dioxane). Conditions: temperature 90 celsius, time 2 hour. The product is CC=1N=C(SC1)C=1C(NC(NC1)=O)=O (5-(4-methyl-1,3-thiazol-2-yl)-2,4(1H,3H)-pyrimidinedione). Isolated yield 88.3%. As a reaction SMILES: C[O:2][C:3]1[N:8]=[C:7]([O:9]C)[C:6]([C:11]2[S:12][CH:13]=[C:14]([CH3:16])[N:15]=2)=[CH:5][N:4]=1>Cl.O1CCOCC1>[CH3:16][C:14]1[N:15]=[C:11]([C:6]2[C:7](=[O:9])[NH:8][C:3](=[O:2])[NH:4][CH:5]=2)[S:12][CH:13]=1. Procedure details: 2,4-bis(methyloxy)-5-(4-methyl-1,3-thiazol-2-yl)pyrimidine (Prep40, 280 mg, 0.861 mmol) was dissolved in 18 mL of hydrochloric acid 4M in dioxane and the resulting mixture was stirred in a round bottomed flask at 90° C. for 2 hours. Then it was cooled to rt and dried under vacuum to afford the title compound as a yellow solid (300 mg, 0.760 mmol) Yield: 46.0%. Yields the product N1C(=NC=C1)C/C=C/C1=CC(=C(C(=O)O)C=C1)C1=CC=C(C=C1)F (4-[(E)-3-(imidazol-2-yl)prop-1-en-1-yl]-2-(4-fluorophenyl)benzoic acid). Reported procedure: A solution of methyl 4-[(E)-3-(imidazol-2-yl)prop-1-en-1-yl]-2-(4-fluorophenyl)benzoate (1.37 g; 4 mmol) in methanol (20 ml) was treated at reflux for 4 hours with a solution of sodium hydroxide (0.32 g; 8 mmol) in water (24 ml). After evaporation to dryness the residue was acidified at pH 6 with 12N HCl. The resulting solid was triturated with water and subsequently with ether to give 4-[(E)-3-(imidazol-2-yl)prop-1-en-1-yl]-2-(4-fluorophenyl)benzoic acid. Yield: 46% Reaction SMILES: [NH:1]1[CH:5]=[CH:4][N:3]=[C:2]1[CH2:6]/[CH:7]=[CH:8]/[C:9]1[CH:18]=[CH:17][C:12]([C:13]([O:15]C)=[O:14])=[C:11]([C:19]2[CH:24]=[CH:23][C:22]([F:25])=[CH:21][CH:20]=2)[CH:10]=1.[OH-].[Na+]>CO.O>[NH:1]1[CH:5]=[CH:4][N:3]=[C:2]1[CH2:6]/[CH:7]=[CH:8]/[C:9]1[CH:18]=[CH:17][C:12]([C:13]([OH:15])=[O:14])=[C:11]([C:19]2[CH:20]=[CH:21][C:22]([F:25])=[CH:23][CH:24]=2)[CH:10]=1 |f:1.2|. The solvent is CO (methanol), O (water). The reactants are N1C(=NC=C1)C/C=C/C1=CC(=C(C(=O)OC)C=C1)C1=CC=C(C=C1)F (methyl 4-[(E)-3-(imidazol-2-yl)prop-1-en-1-yl]-2-(4-fluorophenyl)benzoate), [OH-].[Na+] (sodium hydroxide). Product: Nc1ccc([N+](=O)[O-])cc1C(=O)NN=C1C(=O)Nc2ccc(I)cc21. RXN SMILES: [CH3:27][C:28](=[O:29])[OH:30].[I:1][c:2]1[cH:3][c:4]2[c:8]([cH:9][cH:10]1)[NH:7][C:6](=[O:11])[C:5]2=[O:12].[NH2:13][c:14]1[c:15]([C:16](=[O:17])[NH:18][NH2:19])[cH:20][c:21]([N+:24](=[O:25])[O-:26])[cH:22][cH:23]1>>[I:1][c:2]1[cH:3][c:4]2[c:8]([cH:9][cH:10]1)[NH:7][C:6](=[O:11])[C:5]2=[N:19][NH:18][C:16]([c:15]1[c:14]([NH2:13])[cH:23][cH:22][c:21]([N+:24](=[O:25])[O-:26])[cH:20]1)=[O:17]. Starting materials: CC(=O)O, O=C1Nc2ccc(I)cc2C1=O, NNC(=O)c1cc([N+](=O)[O-])ccc1N. Reactants: Cl.NC(C(C)(C)S)C(=O)O (D,L-penicillamine hydrochloride), CC(=O)C (acetone). Product: CC1(C(NC(S1)(C)C)C(=O)O)C (D,L-2,2,5,5-tetramethyl-thiazolidine-4-carboxylic acid). As a reaction SMILES: Cl.[NH2:2][CH:3]([C:8]([OH:10])=[O:9])[C:4]([SH:7])([CH3:6])[CH3:5].[CH3:11][C:12]([CH3:14])=O>>[CH3:5][C:4]1([CH3:6])[S:7][C:12]([CH3:14])([CH3:11])[NH:2][CH:3]1[C:8]([OH:10])=[O:9] |f:0.1|. Reported procedure: Ninety-three grams (0.5 mole) of D,L-penicillamine hydrochloride in 500 ml of acetone were heated at reflux temperature for 30 minutes under a nitrogen atmosphere. After distilling off the excess acetone there were obtained 113 grams of D,L-2,2,5,5-tetramethyl-thiazolidine-4-carboxylic acid. The yield amounts to 99%. Starting materials: BrC=1C(=NN2C1N=CC=C2)N (3-bromopyrazolo[1,5-a]pyrimidin-2-amine), C1(CCCC1)CCC(=O)Cl (3-cyclopentylpropionyl chloride). Yields the product BrC=1C(=NN2C1N=CC=C2)NC(CCC2CCCC2)=O (N-(3-bromopyrazolo[1,5-a]pyrimidin-2-yl)-3-cyclopentylpropanamide). As a reaction SMILES: [Br:1][C:2]1[C:3]([NH2:11])=[N:4][N:5]2[CH:10]=[CH:9][CH:8]=[N:7][C:6]=12.[CH:12]1([CH2:17][CH2:18][C:19](Cl)=[O:20])[CH2:16][CH2:15][CH2:14][CH2:13]1>>[Br:1][C:2]1[C:3]([NH:11][C:19](=[O:20])[CH2:18][CH2:17][CH:12]2[CH2:16][CH2:15][CH2:14][CH2:13]2)=[N:4][N:5]2[CH:10]=[CH:9][CH:8]=[N:7][C:6]=12. Procedure details: The product from Example 110A and 3-cyclopentylpropionyl chloride were processed using the method analogous to that described in Example 1D to provide the title compound. MS (APCI) m/z 337/339 (M+H)+. The reactants are CO, CCOCC, NC(=O)c1ccccc1. Product: O=C(NO)c1ccccc1. Reaction SMILES: [CH3:10][OH:11].[CH3:12][CH2:13][O:14][CH2:15][CH3:16].[NH2:1][C:2](=[O:3])[c:4]1[cH:5][cH:6][cH:7][cH:8][cH:9]1>>[NH:1]([C:2](=[O:3])[c:4]1[cH:5][cH:6][cH:7][cH:8][cH:9]1)[OH:11]. Reactants: Cc1c(C#N)ccc2c1CCN(C(=O)OC(C)(C)C)C2, O=C([O-])O, CCO, Cl, NO, [Na+]. Product: Cc1c(C(=N)NO)ccc2c1CCN(C(=O)OC(C)(C)C)C2. RXN SMILES: [C:1](#[N:2])[c:3]1[c:4]([CH3:20])[c:5]2[c:10]([cH:11][cH:12]1)[CH2:9][N:8]([C:13](=[O:14])[O:15][C:16]([CH3:17])([CH3:18])[CH3:19])[CH2:7][CH2:6]2.[C:24](=[O:25])([OH:26])[O-:27].[CH3:29][CH2:30][OH:31].[ClH:21].[NH2:22][OH:23].[Na+:28]>>[C:1](=[NH:2])([c:3]1[c:4]([CH3:20])[c:5]2[c:10]([cH:11][cH:12]1)[CH2:9][N:8]([C:13](=[O:14])[O:15][C:16]([CH3:17])([CH3:18])[CH3:19])[CH2:7][CH2:6]2)[NH:22][OH:23]. The reactants are CCOC1=NCCc2ccccc21, CCO, [Cl-], Cl, NC1=NCCc2ccccc21, NN, [NH4+], [Na+], [Na+], O=C([O-])[O-]. Yields the product NNC1=NCCc2ccccc21. RXN SMILES: [CH2:13]([O:14][C:15]1=[N:17][CH2:24][CH2:23][c:18]2[c:16]1[cH:22][cH:21][cH:20][cH:19]2)[CH3:25].[CH3:36][CH2:37][OH:38].[Cl-:26].[ClH:12].[NH2:1][C:2]1=[N:3][CH2:4][CH2:5][c:6]2[cH:7][cH:8][cH:9][cH:10][c:11]21.[NH2:34][NH2:35].[NH4+:27].[Na+:28].[Na+:29].[O-:30][C:31](=[O:32])[O-:33]>>[NH:1]([C:2]1=[N:3][CH2:4][CH2:5][c:6]2[cH:7][cH:8][cH:9][cH:10][c:11]21)[NH2:17]. The reactants are O=C([O-])O, [O-][Cl+3]([O-])([O-])[O-], [H][H], [Na+], O, Nc1cn[n+](-c2ccccc2)c(N)c1Cl. The product is [O-][Cl+3]([O-])([O-])[O-], Nc1cn[n+](-c2ccccc2)c(N)c1. Reaction SMILES: [C:21](=[O:22])([OH:23])[O-:24].[Cl+3:1]([O-:2])([O-:3])([O-:4])[O-:5].[H:26][H:27].[Na+:25].[OH2:28].[c:6]1(-[n+:12]2[n:13][cH:14][c:15]([NH2:20])[c:16]([Cl:19])[c:17]2[NH2:18])[cH:7][cH:8][cH:9][cH:10][cH:11]1>>[Cl+3:1]([O-:2])([O-:3])([O-:4])[O-:5].[c:6]1(-[n+:12]2[n:13][cH:14][c:15]([NH2:20])[cH:16][c:17]2[NH2:18])[cH:7][cH:8][cH:9][cH:10][cH:11]1.